This data is from the Open Reaction Database (ORD), a public repository of structured organic reaction records. The task is: describe an organic reaction: reactants, conditions, products, and yield The reactants are C1(=CC=C(C=C1)C#CC(=O)O)C1=CC=CC=C1 (biphenyl-4-yl-propynoic acid), BrC1=CC=C(C=C1)CC(C)NC(C)=O (N-[2-(4-bromo-phenyl)-1-methyl-ethyl]-acetamide), 1,1′-bis(diphenylphosphonino)ferrocene, CCCC[N+](CCCC)(CCCC)CCCC.[F-] (TBAF), tris(dibenzylidenacetone)dipalladium(0), [NH4+].[Cl-] (NH4Cl). Run in CN1CCCC1=O (NMP). Conditions: temperature 90 celsius, time 3 hour. Product: C1(=CC=C(C=C1)C#CC1=CC=C(C=C1)CC(C)NC(C)=O)C1=CC=CC=C1 (N-[2-(4-Biphenyl-4-ylethynyl-phenyl)-1-methyl-ethyl]acetamide). Reaction SMILES: [C:1]1([C:12]2[CH:17]=[CH:16][CH:15]=[CH:14][CH:13]=2)[CH:6]=[CH:5][C:4]([C:7]#[C:8][C:9](O)=O)=[CH:3][CH:2]=1.BrC1[CH:24]=[CH:23][C:22]([CH2:25][CH:26]([NH:28][C:29](=[O:31])[CH3:30])[CH3:27])=[CH:21][CH:20]=1.CCCC[N+](CCCC)(CCCC)CCCC.[F-].[NH4+].[Cl-]>CN1C(=O)CCC1>[C:1]1([C:12]2[CH:17]=[CH:16][CH:15]=[CH:14][CH:13]=2)[CH:6]=[CH:5][C:4]([C:7]#[C:8][C:9]2[CH:24]=[CH:23][C:22]([CH2:25][CH:26]([NH:28][C:29](=[O:31])[CH3:30])[CH3:27])=[CH:21][CH:20]=2)=[CH:3][CH:2]=1 |f:2.3,4.5|. Reported procedure: To 0.22 g (1.00 mmol) biphenyl-4-yl-propynoic acid (I28) and 0.26 g (1.00 mmol) N-[2-(4-bromo-phenyl)-1-methyl-ethyl]-acetamide (I44.1) in 3.00 mL NMP are added 0.06 g (0.10 mmol) 1,1′-bis(diphenylphosphonino)ferrocene, 1.68 g (6.00 mmol) TBAF*H2O and 0.05 g (0.05 mmol) tris(dibenzylidenacetone)dipalladium(0). The reaction mixture is stirred at 90° C. for 3 h. The mixture is allowed to cool to r.t. and poured onto saturated aq NH4Cl solution. The precipitate is filtered, washed with water and pu...